This data is from the Open Reaction Database (ORD), a public repository of structured organic reaction records. The task is: describe an organic reaction: reactants, conditions, products, and yield Starting materials: ClC1=C(C=C(C=C1)OC)[N+](=O)[O-] (4-chloro-3-nitroanisole), C(=O)(OC(C)(C)C)N1CCNCC1 (1-Boc-piperazine), TEA. Solvent: CN1CCCC1=O (NMP). The product is COC1=CC(=C(C=C1)N1CCN(CC1)C(=O)OC(C)(C)C)[N+](=O)[O-] (tert-butyl 4-(4-methoxy-2-nitro phenyl)piperazine-1-carboxylate). The yield is 50.0%. As a reaction SMILES: Cl[C:2]1[CH:7]=[CH:6][C:5]([O:8][CH3:9])=[CH:4][C:3]=1[N+:10]([O-:12])=[O:11].[C:13]([N:20]1[CH2:25][CH2:24][NH:23][CH2:22][CH2:21]1)([O:15][C:16]([CH3:19])([CH3:18])[CH3:17])=[O:14]>CN1C(=O)CCC1>[CH3:9][O:8][C:5]1[CH:6]=[CH:7][C:2]([N:23]2[CH2:22][CH2:21][N:20]([C:13]([O:15][C:16]([CH3:19])([CH3:18])[CH3:17])=[O:14])[CH2:25][CH2:24]2)=[C:3]([N+:10]([O-:12])=[O:11])[CH:4]=1. Procedure: Method 1 was followed using 4-chloro-3-nitroanisole (1.0 eq), 1-Boc-piperazine (1.2 eq), and TEA (2.0 eq) in NMP at 100° C. for 16 hours yielding tert-butyl 4-(4-methoxy-2-nitro phenyl)piperazine-1-carboxylate (50%). LCMS (m/z): 338.2 (MH+); LC Rt=3.37 min.